Dataset: the Open Reaction Database (ORD), a public repository of structured organic reaction records. Task: describe an organic reaction: reactants, conditions, products, and yield Reactants: C(C)OC(CCCN1CCN(CC1)C(COCC1=CC(=CC(=C1)C(F)(F)F)C(F)(F)F)C1=CC=CC=C1)=O (4-{4-[2-(3,5-Bis-trifluoromethyl-benzyloxy)-1-phenyl-ethyl]-piperazin-1-yl}-butyric acid ethyl ester), C(C)OC(CCCN1CCN(CC1)C(COCC1=CC(=CC(=C1)C(F)(F)F)C(F)(F)F)C1=CC=CC=C1)=O (4-{4-[2-(3,5-Bis-trifluoromethyl-benzyloxy)-1-phenyl-ethyl]-piperazin-1-yl}-butyric acid ethyl ester), C(=O)N (formamide), C[O-].[Na+] (sodium methoxide), C[O-].[Na+] (sodium methoxide). Conditions: temperature 95 celsius, time 8 hour. Product: FC(C=1C=C(COCC(C2=CC=CC=C2)N2CCN(CC2)CCCC(=O)N)C=C(C1)C(F)(F)F)(F)F (4-{4-[2-(3,5-Bis-trifluoromethyl-benzyloxy)-1-phenyl-ethyl]-piperazin-1-yl}-butyramide). Yield: 86.0%. Reaction SMILES: C([O:3][C:4](=O)[CH2:5][CH2:6][CH2:7][N:8]1[CH2:13][CH2:12][N:11]([CH:14]([C:32]2[CH:37]=[CH:36][CH:35]=[CH:34][CH:33]=2)[CH2:15][O:16][CH2:17][C:18]2[CH:23]=[C:22]([C:24]([F:27])([F:26])[F:25])[CH:21]=[C:20]([C:28]([F:31])([F:30])[F:29])[CH:19]=2)[CH2:10][CH2:9]1)C.C([NH2:41])=O.C[O-].[Na+]>>[F:25][C:24]([F:27])([F:26])[C:22]1[CH:23]=[C:18]([CH:19]=[C:20]([C:28]([F:29])([F:31])[F:30])[CH:21]=1)[CH2:17][O:16][CH2:15][CH:14]([N:11]1[CH2:12][CH2:13][N:8]([CH2:7][CH2:6][CH2:5][C:4]([NH2:41])=[O:3])[CH2:9][CH2:10]1)[C:32]1[CH:33]=[CH:34][CH:35]=[CH:36][CH:37]=1 |f:2.3|. Procedure: In a round-bottomed flask fitted with a reflux condenser are introduced 493 mg (0.9 mmoles) of 4-{4-[2-(3,5-Bis-trifluoromethyl-benzyloxy)-1-phenyl-ethyl]-piperazin-1-yl}-butyric acid ethyl ester (compound 138 prepared at example 1.4.1 above), 15 ml of formamide and 97 mg (1.8 mmoles) of sodium methoxide. The mixture is heated to 95° C. for 4 hours, then 48 mg (0.9 mmole) of sodium methoxide are added and the mixture is kept overnight at 85° C. The mixture is cooled and partitioned between dieth... The reactants are Cc1c(OCC(F)(F)F)ccnc1CS(=O)c1nc2ccccc2[nH]1, ClCCl, [H-], O=C(COc1ccc(S(=O)(=O)Cl)cc1)NCCCCCC(=O)OCCS(=O)(=O)c1cccc([N+](=O)[O-])c1, [Na+], O. Yields the product Cc1c(OCC(F)(F)F)ccnc1CS(=O)c1nc2ccccc2n1S(=O)(=O)c1ccc(OCC(=O)NCCCCCC(=O)OCCS(=O)(=O)c2cccc([N+](=O)[O-])c2)cc1. Reaction SMILES: [CH3:38][c:39]1[c:40]([CH2:51][S:52](=[O:53])[c:54]2[n:55][c:56]3[c:57]([nH:58]2)[cH:59][cH:60][cH:61][cH:62]3)[n:41][cH:42][cH:43][c:44]1[O:45][CH2:46][C:47]([F:48])([F:49])[F:50].[Cl:66][CH2:67][Cl:68].[H-:64].[N+:1](=[O:2])([O-:3])[c:4]1[cH:5][c:6]([S:10](=[O:11])(=[O:12])[CH2:13][CH2:14][O:15][C:16]([CH2:17][CH2:18][CH2:19][CH2:20][CH2:21][NH:22][C:23]([CH2:24][O:25][c:26]2[cH:27][cH:28][c:29]([S:32](=[O:33])(=[O:34])[Cl:35])[cH:30][cH:31]2)=[O:36])=[O:37])[cH:7][cH:8][cH:9]1.[Na+:63].[OH2:65]>>[N+:1](=[O:2])([O-:3])[c:4]1[cH:5][c:6]([S:10](=[O:11])(=[O:12])[CH2:13][CH2:14][O:15][C:16]([CH2:17][CH2:18][CH2:19][CH2:20][CH2:21][NH:22][C:23]([CH2:24][O:25][c:26]2[cH:27][cH:28][c:29]([S:32](=[O:33])(=[O:34])[n:55]3[c:54]([S:52]([CH2:51][c:40]4[c:39]([CH3:38])[c:44]([O:45][CH2:46][C:47]([F:48])([F:49])[F:50])[cH:43][cH:42][n:41]4)=[O:53])[n:58][c:57]4[c:56]3[cH:62][cH:61][cH:60][cH:59]4)[cH:30][cH:31]2)=[O:36])=[O:37])[cH:7][cH:8][cH:9]1.